Dataset: the Open Reaction Database (ORD), a public repository of structured organic reaction records. Task: describe an organic reaction: reactants, conditions, products, and yield Reactants: [S-]C#N.[Na+] (sodium thiocyanate), [Cl-].C(C)[N+]1(CCCC1)COC (N-ethyl-N-methoxymethylpyrrolidinium chloride). Solvent: C(C)O (ethanol), C(C)O (ethanol). Run at time 36 hour. Product: [S-]C#N.C(C)[N+]1(CCCC1)COC (N-ethyl-N-methoxymethylpyrrolidinium thiocyanate). Isolated yield 88.6%. As a reaction SMILES: [S-:1][C:2]#[N:3].[Na+].[Cl-].[CH2:6]([N+:8]1([CH2:13][O:14][CH3:15])[CH2:12][CH2:11][CH2:10][CH2:9]1)[CH3:7]>C(O)C>[S-:1][C:2]#[N:3].[CH2:6]([N+:8]1([CH2:13][O:14][CH3:15])[CH2:12][CH2:11][CH2:10][CH2:9]1)[CH3:7] |f:0.1,2.3,5.6|. Procedure details: In 140 g of ethanol was dissolved 27.1 g of sodium thiocyanate (reagent, Wako Pure Chemical Ind. Ltd.). In 20.0 g of ethanol was dissolved 40.0 g of N-ethyl-N-methoxymethylpyrrolidinium chloride. The latter solution was added dropwise to the former solution at room temperature over a period of 0.5 hour to perform salt exchange. The mixture was stirred at room temperature for 36 hours to complete the reaction and filtered. The resulting solid product was washed with 300 g of ethanol. The filtrate... As a reaction SMILES: COC1C=CC(C[S:8][C@@H:9]2[CH2:13][N:12]([C:14]([O:16][CH2:17][C:18]3[CH:23]=[CH:22][C:21]([N+:24]([O-:26])=[O:25])=[CH:20][CH:19]=3)=[O:15])[C@H:11]([C:27]([OH:29])=O)[CH2:10]2)=CC=1.[CH3:32][C@H:33]1[CH2:38][NH:37][CH2:36][C@@H:35]([CH3:39])[NH:34]1>>[CH3:32][C@H:33]1[NH:34][C@@H:35]([CH3:39])[CH2:36][N:37]([C:27]([C@@H:11]2[CH2:10][C@H:9]([SH:8])[CH2:13][N:12]2[C:14]([O:16][CH2:17][C:18]2[CH:19]=[CH:20][C:21]([N+:24]([O-:26])=[O:25])=[CH:22][CH:23]=2)=[O:15])=[O:29])[CH2:38]1. Starting materials: COC1=CC=C(CS[C@H]2C[C@H](N(C2)C(=O)OCC2=CC=C(C=C2)[N+](=O)[O-])C(=O)O)C=C1 ((2S,4S)-4-(4-methoxybenzylthio)-1-(4-nitrobenzyloxycarbonyl)-2-pyrrolidinecarboxylic acid), N,N'-carbonyldiimidazole, C[C@@H]1N[C@@H](CNC1)C (cis-2,6-dimethylpiperazine). Yields the product C[C@@H]1CN(C[C@@H](N1)C)C(=O)[C@H]1N(C[C@H](C1)S)C(=O)OCC1=CC=C(C=C1)[N+](=O)[O-] ((2S,4S)-2-[cis-3,5-Dimethylpiperazin-1-ylcarbonyl)-4-mercapto-1-(4-nitrobenzyloxycarbonyl)pyrrolidine). Isolated yield 50.0%. Reported procedure: Following a procedure similar to that described in Preparation 8, but using 3.3 g of (2S,4S)-4-(4-methoxybenzylthio)-1-(4-nitrobenzyloxycarbonyl)-2-pyrrolidinecarboxylic acid, 1.4 g of N,N'-carbonyldiimidazole and 1.0 g of cis-2,6-dimethylpiperazine, 1.56 g of the title compound was obtained as an amorphous solid. The reactants are BrCCO[Si](C)(C)C(C)(C)C ((2-bromo-ethoxy)-tert-butyl-dimethyl-silane), C(C)(C)N1CCC(CC1)NS(=O)(=O)CCNC(=O)C=1SC(=CC1)Cl (5-chloro-thiophene-2-carboxylic acid [2-(1-isopropyl-piperidin-4-ylsulfamoyl)-ethyl]-amide). Yields the product C(C)(C)(C)[Si](OCCN(S(=O)(=O)CCNC(=O)C=1SC(=CC1)Cl)C1CCN(CC1)C(C)C)(C)C (5-Chloro-thiophene-2-carboxylic acid {2-[[2-(tert-butyl-dimethyl-silanyloxy)-ethyl]-(1-isopropyl-piperidin-4-yl)-sulfamoyl]-ethyl}-amide). Reaction SMILES: Br[CH2:2][CH2:3][O:4][Si:5]([C:8]([CH3:11])([CH3:10])[CH3:9])([CH3:7])[CH3:6].[CH:12]([N:15]1[CH2:20][CH2:19][CH:18]([NH:21][S:22]([CH2:25][CH2:26][NH:27][C:28]([C:30]2[S:31][C:32]([Cl:35])=[CH:33][CH:34]=2)=[O:29])(=[O:24])=[O:23])[CH2:17][CH2:16]1)([CH3:14])[CH3:13]>>[C:8]([Si:5]([CH3:7])([CH3:6])[O:4][CH2:3][CH2:2][N:21]([CH:18]1[CH2:19][CH2:20][N:15]([CH:12]([CH3:14])[CH3:13])[CH2:16][CH2:17]1)[S:22]([CH2:25][CH2:26][NH:27][C:28]([C:30]1[S:31][C:32]([Cl:35])=[CH:33][CH:34]=1)=[O:29])(=[O:23])=[O:24])([CH3:11])([CH3:10])[CH3:9]. Procedure details: 5-Chloro-thiophene-2-carboxylic acid {2-[[2-(tert-butyl-dimethyl-silanyloxy)-ethyl]-(1-isopropyl-piperidin-4-yl)-sulfamoyl]-ethyl}-amide was prepared by an analogous procedure as described in example 15 starting from 2.3 ml (3.5 equiv.) (2-bromo-ethoxy)-tert-butyl-dimethyl-silane and 1.2 g (3.05 mmol) 5-chloro-thiophene-2-carboxylic acid [2-(1-isopropyl-piperidin-4-ylsulfamoyl)-ethyl]-amide. 5-Chloro-thiophene-2-carboxylic acid {2-[[2-(tert-butyl-dimethyl-silanyloxy)-ethyl]-(1-isopropyl-piperidi... The reactants are C([O-])([O-])=O.[K+].[K+] (potassium carbonate), O.O.O.O.O.O.O.O.[OH-].[Ba+2].[OH-] (barium hydroxide octahydrate), O.O.O.O.O.O.O.O.[OH-].[Ba+2].[OH-] (barium hydroxide octahydrate), CN(C)C (trimethylamine), S(O)(O)(=O)=O (sulfuric acid), [OH-].[Ba+2].[OH-] (barium hydroxide), O.O.O.O.O.O.O.O.[OH-].[Ba+2].[OH-] (barium hydroxide octahydrate), CN(C)C.S(=O)(=O)=O (trimethylamine sulfur trioxide), O=C1C(O)=C(O)[C@H](O1)[C@@H](O)CO (L-ascorbic acid). Run in O (water), O (water). Reaction conditions: time 30 minute. Yields the product O.O.S(=O)(=O)([O-])OC=1C(=O)O[C@@H](C1[O-])[C@@H](O)CO.[Ba+2] (barium L-ascorbate 2-sulfate dihydrate). Isolated yield 80.0%. As a reaction SMILES: [O:1]=[C:2]1[O:8][C@H:7]([C@H:9]([CH2:11][OH:12])[OH:10])[C:5]([OH:6])=[C:3]1[OH:4].O.O.O.O.O.O.O.O.[OH-].[Ba+2:22].[OH-].CN(C)C.S(=O)(=O)=[O:29].C(=O)([O-])[O-].[K+].[K+].[OH-].[Ba+2].[OH-].CN(C)C.[S:45](=O)(=[O:48])([OH:47])[OH:46]>O>[OH2:1].[OH2:29].[S:45]([O:4][C:3]1[C:2]([O:8][C@H:7]([C@H:9]([CH2:11][OH:12])[OH:10])[C:5]=1[O-:6])=[O:1])([O-:48])(=[O:47])=[O:46].[Ba+2:22] |f:1.2.3.4.5.6.7.8.9.10.11,12.13,14.15.16,17.18.19,23.24.25.26|. Procedure details: To a mixture of water (25.0) and L-ascorbic acid (2.0g, 11.5 millimoles) was added barium hydroxide octahydrate with stirring until the solution had pH 10.5. The mixture was warmed to 70°, and trimethylamine-sulfur trioxide (2.4g, 1.5 equivalent) was added. Solid barium hydroxide octahydrate was added intermittently to maintain the reaction pH at 10.5. A total of 5g of barium hydroxide octahydrate was used in the reaction to this point. After 30 minutes the reaction was complete as indicated by ... Procedure details: A mixture of 20.0 g (0.112 mol) of 4-butoxybenzaldehyde, 13.6 g (0.114 mol) of methylsulfonylacetonitrile, 8.9 g (0.11 mol) of pyridine, 4 drops of piperidine, and 100 mL of benzene were heated at reflux for 18 hr, with continuous azeotropic separation of the water evolved. Approximately half of the benzene was then distilled, and 50 mL of heptane was added. Upon cooling to room temperature, a white precipitate was formed, which was collected and recrystallized twice from toluene to afford 15.3 ... The yield is 48.9%. Run in O (water). Reagents/catalysts: N1CCCCC1 (piperidine). As a reaction SMILES: [CH2:1]([O:5][C:6]1[CH:13]=[CH:12][C:9]([CH:10]=O)=[CH:8][CH:7]=1)[CH2:2][CH2:3][CH3:4].[CH3:14][S:15]([CH2:18][C:19]#[N:20])(=[O:17])=[O:16].N1C=CC=CC=1.C1C=CC=CC=1>N1CCCCC1.O>[CH2:1]([O:5][C:6]1[CH:13]=[CH:12][C:9]([CH:10]=[C:18]([C:19]#[N:20])[S:15]([CH3:14])(=[O:17])=[O:16])=[CH:8][CH:7]=1)[CH2:2][CH2:3][CH3:4]. Reactants: C(CCC)OC1=CC=C(C=O)C=C1 (4-butoxybenzaldehyde), CS(=O)(=O)CC#N (methylsulfonylacetonitrile), N1=CC=CC=C1 (pyridine), C1=CC=CC=C1 (benzene). Yields the product C(CCC)OC1=CC=C(C=C(S(=O)(=O)C)C#N)C=C1 (4-Butoxy-β-cyano-β-methylsulfonylstyrene). The reactants are Br, COC(=O)C=CC(=O)O, CC(=O)O, O=C(O)C=CC(=O)O. Product: COC(=O)C(Br)CC(=O)O. As a reaction SMILES: [BrH:18].[C:1]([CH:2]=[CH:3][C:4](=[O:5])[OH:6])(=[O:7])[O:8][CH3:9].[CH3:19][C:20](=[O:21])[OH:22].[OH:10][C:11]([CH:12]=[CH:13][C:14](=[O:15])[OH:16])=[O:17]>>[C:1]([CH:2]([CH2:3][C:4](=[O:5])[OH:6])[Br:18])(=[O:7])[O:8][CH3:9]. Procedure: 3-(Benzyloxy)-6-(4-methoxybenzyl)-7,8-dihydro-1,6-naphthyridin-5(6H)-one (1.05 g, 2.8 mmol) was dissolved in MeCN (50 mL). To the solution cerium ammonium nitrate (15.4 g, 28 mmol) in water (50 mL) was added slowly at room temperature. The reaction was stirred for 1 h at the same temperature, partitioned between EtOAc (200 mL) and brine (200 mL). The organic layers were dried, concentrated and purified by column chromatography (MeOH, DCM 0-5%). The compound was obtained as an off white solid (29... Starting materials: C(C1=CC=CC=C1)OC=1C=NC=2CCN(C(C2C1)=O)CC1=CC=C(C=C1)OC (3-(Benzyloxy)-6-(4-methoxybenzyl)-7,8-dihydro-1,6-naphthyridin-5(6H)-one), [N+](=O)([O-])[O-].[NH4+].[Ce] (cerium ammonium nitrate). Solvent: CC#N (MeCN), O (water). Product: C(C1=CC=CC=C1)OC=1C=NC=2CCNC(C2C1)=O (3-(benzyloxy)-7,8-dihydro-1,6-naphthyridin-5(6H)-one). Conditions: time 1 hour. RXN SMILES: [CH2:1]([O:8][C:9]1[CH:10]=[N:11][C:12]2[CH2:13][CH2:14][N:15](CC3C=CC(OC)=CC=3)[C:16](=[O:19])[C:17]=2[CH:18]=1)[C:2]1[CH:7]=[CH:6][CH:5]=[CH:4][CH:3]=1.[N+]([O-])([O-])=O.[NH4+].[Ce]>CC#N.O>[CH2:1]([O:8][C:9]1[CH:10]=[N:11][C:12]2[CH2:13][CH2:14][NH:15][C:16](=[O:19])[C:17]=2[CH:18]=1)[C:2]1[CH:3]=[CH:4][CH:5]=[CH:6][CH:7]=1 |f:1.2.3|. The yield is 41.2%.